From a dataset of the Open Reaction Database (ORD), a public repository of structured organic reaction records. describe an organic reaction: reactants, conditions, products, and yield Reactants: CC(CC(C(C)=O)C1=CC=CC=C1)C (5-methyl-3-phenyl-2-hexanone), [BH4-].[Na+] (sodium borohydride). Run in CO (MeOH). Conditions: time 1.5 hour. Yields the product CC(CC(C(C)O)C1=CC=CC=C1)C (5-Methyl-3-phenyl-2-hexanol). RXN SMILES: [CH3:1][CH:2]([CH3:14])[CH2:3][CH:4]([C:8]1[CH:13]=[CH:12][CH:11]=[CH:10][CH:9]=1)[C:5](=[O:7])[CH3:6].[BH4-].[Na+]>CO>[CH3:1][CH:2]([CH3:14])[CH2:3][CH:4]([C:8]1[CH:13]=[CH:12][CH:11]=[CH:10][CH:9]=1)[CH:5]([OH:7])[CH3:6] |f:1.2|. Procedure: A solution of 66 mg (0.345 mmol) of 5-methyl-3-phenyl-2-hexanone in 1 mL MeOH was treated with 16 mg sodium borohydride. After 1.5 h, the reaction was quenched with 1.2 N HCl and concentrated. The residue was partitioned between EtOAc and water. The organic layer was washed with brine, dried and concentrated to yield the crude title compound which was used without purification. 1H NMR: (500 MHz, CDCl3): δ 0.88 (2d, 6H), 1.0-1.8 (m, 4H), 1.2 (d, 3H), 2.64 (m, 1H), 3.9 (m, 1H), 7.2-7.4 (m, 5H). Reactants: O1CCC(CC1)O (tetrahydro-2H-pyran-4-ol), BrC=1C=NN2C1N=C(C=C2)N2CCN(CC2)C(=O)O[C@H]2COCC2 ((R)-tetrahydrofuran-3-yl 4-(3-bromopyrazolo[1,5-a]pyrimidin-5-yl)piperazine-1-carboxylate). Product: BrC=1C=NN2C1N=C(C=C2)N2CCN(CC2)C(=O)OC2CCOCC2 (Tetrahydro-2H-pyran-4-yl 4-(3-bromopyrazolo[1,5-a]pyrimidin-5-yl)piperazine-1-carboxylate). As a reaction SMILES: [O:1]1[CH2:6][CH2:5][CH:4]([OH:7])[CH2:3][CH2:2]1.[Br:8][C:9]1[CH:10]=[N:11][N:12]2[CH:17]=[CH:16][C:15]([N:18]3[CH2:23][CH2:22][N:21]([C:24](O[C@@H]4CCOC4)=[O:25])[CH2:20][CH2:19]3)=[N:14][C:13]=12>>[Br:8][C:9]1[CH:10]=[N:11][N:12]2[CH:17]=[CH:16][C:15]([N:18]3[CH2:23][CH2:22][N:21]([C:24]([O:7][CH:4]4[CH2:5][CH2:6][O:1][CH2:2][CH2:3]4)=[O:25])[CH2:20][CH2:19]3)=[N:14][C:13]=12. Reported procedure: This was made by using tetrahydro-2H-pyran-4-ol and following the Part B in the procedure described above for making (R)-tetrahydrofuran-3-yl 4-(3-bromopyrazolo[1,5-a]pyrimidin-5-yl)piperazine-1-carboxylate. Starting materials: CC1CN(c2ccc3nnc(C(F)(F)F)n3n2)CCN1, O=Cc1ccncc1. Product: CC1CN(c2ccc3nnc(C(F)(F)F)n3n2)CCN1Cc1ccncc1. As a reaction SMILES: [CH3:1][CH:2]1[CH2:3][N:4]([c:8]2[cH:9][cH:10][c:11]3[n:12]([n:13]2)[c:14]([C:17]([F:18])([F:19])[F:20])[n:15][n:16]3)[CH2:5][CH2:6][NH:7]1.[n:21]1[cH:22][cH:23][c:24]([CH:27]=[O:28])[cH:25][cH:26]1>>[CH3:1][CH:2]1[CH2:3][N:4]([c:8]2[cH:9][cH:10][c:11]3[n:12]([n:13]2)[c:14]([C:17]([F:18])([F:19])[F:20])[n:15][n:16]3)[CH2:5][CH2:6][N:7]1[CH2:27][c:24]1[cH:23][cH:22][n:21][cH:26][cH:25]1. The reactants are CCNCCC=O, COc1nnc(N=C=O)s1, c1ccccc1. The product is CCN(CCC=O)C(=O)Nc1nnc(OC)s1. As a reaction SMILES: [CH2:11]([CH3:12])[NH:13][CH2:14][CH2:15][CH:16]=[O:17].[CH3:1][O:2][c:3]1[n:4][n:5][c:6]([N:8]=[C:9]=[O:10])[s:7]1.[cH:18]1[cH:19][cH:20][cH:21][cH:22][cH:23]1>>[CH3:1][O:2][c:3]1[n:4][n:5][c:6]([NH:8][C:9](=[O:10])[N:13]([CH2:11][CH3:12])[CH2:14][CH2:15][CH:16]=[O:17])[s:7]1. The reactants are [H-].[Na+] (sodium hydride), oil, [Si](C)(C)(C(C)(C)C)O[C@@H]1C(NCC1)=O ((S)-3-((tert-butyldimethylsilyl)oxy)pyrrolidin-2-one), [Si](C)(C)(C(C)(C)C)O[C@@H]1C(NCC1)=O ((S)-3-((tert-butyldimethylsilyl)oxy)pyrrolidin-2-one), BrCC1=CC=C(C=C1)C(F)F (1-(bromomethyl)-4-(difluoromethyl)benzene). Solvent: C1CCOC1 (THF), C1CCOC1 (THF). Reaction conditions: time 15 minute. Product: [Si](C)(C)(C(C)(C)C)O[C@@H]1C(N(CC1)CC1=CC=C(C=C1)C(F)F)=O ((S)-3-(tert-Butyldimethylsilyloxy)-1-(4-(difluoromethyl)benzyl)pyrrolidin-2-one). Yield: 35.0%. As a reaction SMILES: [H-].[Na+].[Si:3]([O:10][C@H:11]1[CH2:15][CH2:14][NH:13][C:12]1=[O:16])([C:6]([CH3:9])([CH3:8])[CH3:7])([CH3:5])[CH3:4].Br[CH2:18][C:19]1[CH:24]=[CH:23][C:22]([CH:25]([F:27])[F:26])=[CH:21][CH:20]=1>C1COCC1>[Si:3]([O:10][C@H:11]1[CH2:15][CH2:14][N:13]([CH2:18][C:19]2[CH:24]=[CH:23][C:22]([CH:25]([F:27])[F:26])=[CH:21][CH:20]=2)[C:12]1=[O:16])([C:6]([CH3:9])([CH3:8])[CH3:7])([CH3:5])[CH3:4] |f:0.1|. Procedure details: A 60% dispersion of sodium hydride in mineral oil (232 mg, 5.31 mmol) was added to a stirred solution of (S)-3-((tert-butyldimethylsilyl)oxy)pyrrolidin-2-one (762 mg, 3.54 mmol, intermediate G) in THF (7 mL) at 0° C. After 15 min, a solution of 1-(bromomethyl)-4-(difluoromethyl)benzene (980 mg, 4.43 mmol) in THF (7 mL) was added to the reaction mixture. The resulting mixture was stirred at room temperature for 6 h. The reaction was carefully quenched with several grams of ice pellets. The result... Starting materials: C=CBr, O=Cc1ccc2ccccc2c1, [Cl-], [Mg], [NH4+], C1CCOC1. The product is C=CC(O)c1ccc2ccccc2c1. As a reaction SMILES: [CH:2](=[CH2:3])[Br:4].[CH:5](=[O:6])[c:7]1[cH:8][cH:9][c:10]2[cH:11][cH:12][cH:13][cH:14][c:15]2[cH:16]1.[Cl-:17].[Mg:1].[NH4+:18].[O:19]1[CH2:20][CH2:21][CH2:22][CH2:23]1>>[CH:2](=[CH2:3])[CH:5]([OH:6])[c:7]1[cH:8][cH:9][c:10]2[cH:11][cH:12][cH:13][cH:14][c:15]2[cH:16]1. Reactants: BrCCCC(C(=O)OC)(C)C (methyl 5-bromo-2,2-dimethylpentanoate), C(C)(C)(C)C1=C(O)C=CC(=C1)O (t-butylhydroquinone), [H-].[Na+] (sodium hydride). Run in CN(C=O)C (dimethylformamide), CN(C=O)C (dimethylformamide). The product is CC(C)(C)C1=C(C=CC(=C1)OCCCC(C(=O)OC)(C)C)OCCCC(C(=O)OC)(C)C (dimethyl 5,5'-[[2-(1,1-dimethylethyl)1,4-phenylene]bis(oxy)]bis[2,2-dimethylpentanoate]). Reaction SMILES: [C:1]([C:5]1[CH:11]=[C:10]([OH:12])[CH:9]=[CH:8][C:6]=1[OH:7])([CH3:4])([CH3:3])[CH3:2].[H-].[Na+].Br[CH2:16][CH2:17][CH2:18][C:19]([CH3:25])([CH3:24])[C:20]([O:22][CH3:23])=[O:21]>CN(C)C=O>[CH3:3][C:1]([C:5]1[CH:11]=[C:10]([O:12][CH2:16][CH2:17][CH2:18][C:19]([CH3:25])([CH3:24])[C:20]([O:22][CH3:23])=[O:21])[CH:9]=[CH:8][C:6]=1[O:7][CH2:16][CH2:17][CH2:18][C:19]([CH3:25])([CH3:24])[C:20]([O:22][CH3:23])=[O:21])([CH3:4])[CH3:2] |f:1.2|. Procedure details: A solution of 3.32 g of t-butylhydroquinone in 15 ml of dimethylformamide is added dropwise to a suspension of 2.4 g of 50% sodium hydride in 25 ml of dimethylformamide, and allowed to stir for 1/2 an hour at room temperature. 11.2 g of methyl 5-bromo-2,2-dimethylpentanoate is added followed by heating the mixture at 60°-70° C. for 6 hrs. Dimethylformamide is distilled off, the residue is poured into water and the organic material is extracted with ether. The ether extract is washed with water u...